Dataset: the Open Reaction Database (ORD), a public repository of structured organic reaction records. Task: describe an organic reaction: reactants, conditions, products, and yield Starting materials: Nc1c(Cl)cc(CC(OC(=O)N2CCC(N3CCc4ccccc4NC3=O)CC2)C(=O)N2CCC(N3CCCC3C(=O)O)CC2)cc1C(F)(F)F, CN(C)C(=O)CO. The product is CN(C)C(=O)COC(=O)C1CCCN1C1CCN(C(=O)C(Cc2cc(Cl)c(N)c(C(F)(F)F)c2)OC(=O)N2CCC(N3CCc4ccccc4NC3=O)CC2)CC1. As a reaction SMILES: [O:1]=[C:2]1[NH:3][c:4]2[c:5]([cH:48][cH:49][cH:50][cH:51]2)[CH2:6][CH2:7][N:8]1[CH:9]1[CH2:10][CH2:11][N:12]([C:15](=[O:16])[O:17][CH:18]([C:19](=[O:20])[N:21]2[CH2:22][CH2:23][CH:24]([N:27]3[CH:28]([C:32](=[O:33])[OH:34])[CH2:29][CH2:30][CH2:31]3)[CH2:25][CH2:26]2)[CH2:35][c:36]2[cH:37][c:38]([Cl:47])[c:39]([NH2:46])[c:40]([C:42]([F:43])([F:44])[F:45])[cH:41]2)[CH2:13][CH2:14]1.[OH:52][CH2:53][C:54](=[O:55])[N:56]([CH3:57])[CH3:58]>>[O:1]=[C:2]1[NH:3][c:4]2[c:5]([cH:48][cH:49][cH:50][cH:51]2)[CH2:6][CH2:7][N:8]1[CH:9]1[CH2:10][CH2:11][N:12]([C:15](=[O:16])[O:17][CH:18]([C:19](=[O:20])[N:21]2[CH2:22][CH2:23][CH:24]([N:27]3[CH:28]([C:32](=[O:33])[O:34][CH2:53][C:54](=[O:55])[N:56]([CH3:57])[CH3:58])[CH2:29][CH2:30][CH2:31]3)[CH2:25][CH2:26]2)[CH2:35][c:36]2[cH:37][c:38]([Cl:47])[c:39]([NH2:46])[c:40]([C:42]([F:43])([F:44])[F:45])[cH:41]2)[CH2:13][CH2:14]1. The reactants are O=O (O2), ClC1=CC=C(C=C1)C(C(=O)O)=C(C)C (2-(p-chlorophenyl)-3-methylcrotonic acid), CO (methanol), [Rh(COD)2 ]BF4, 0.1. The reagents and catalysts are [Rh] (Rhodium). The solvent is O1CCCC1 (tetrahydrofuran), O1CCCC1 (tetrahydrofuran). Reaction conditions: time 15 minute. The product is ClC1=CC=C(C=C1)[C@@H](C(=O)O)C(C)C ((S)-2-(p-chlorophenyl)-3-methylbutyric acid). Yield: 95.1%. As a reaction SMILES: O=O.[Cl:3][C:4]1[CH:9]=[CH:8][C:7]([C:10](=[C:14]([CH3:16])[CH3:15])[C:11]([OH:13])=[O:12])=[CH:6][CH:5]=1.CO>O1CCCC1.[Rh]>[Cl:3][C:4]1[CH:5]=[CH:6][C:7]([C@H:10]([CH:14]([CH3:16])[CH3:15])[C:11]([OH:13])=[O:12])=[CH:8][CH:9]=1. Reported procedure: Rhodium-catalyzed hydrogenation. --A catalyst solution was prepared in a glove box (O2 content <1 ppm) by dissolving 0.0482 g (0.1 19 mmol) of [Rh(COD)2 ]BF4 and 0.0858 g (0.1 19 mmol) of (R,S)-BPPFA-EPIP in 20 ml of tetrahydrofuran and stirring at 20° for 15 minutes. Then, 5.0 g (23.74 mmol) of 2-(p-chlorophenyl)-3-methylcrotonic acid, 13 ml of methanol, 33 ml of tetrahydrofuran were placed in a 185 ml autoclave and the catalyst solution prepared above was added. The autoclave was sealed and th...